This data is from the Open Reaction Database (ORD), a public repository of structured organic reaction records. The task is: describe an organic reaction: reactants, conditions, products, and yield Starting materials: ClCCl, CC1(C)OC(=O)CC(=O)O1, O=C(Cl)CCC1CCCC1, Cl, c1ccncc1. Yields the product CC1(C)OC(=O)C(C(=O)CCC2CCCC2)C(=O)O1. RXN SMILES: [CH2:28]([Cl:29])[Cl:30].[CH3:11][C:12]1([CH3:20])[O:13][C:14](=[O:19])[CH2:15][C:16](=[O:18])[O:17]1.[CH:1]1([CH2:6][CH2:7][C:8](=[O:9])[Cl:10])[CH2:2][CH2:3][CH2:4][CH2:5]1.[ClH:27].[cH:21]1[cH:22][cH:23][n:24][cH:25][cH:26]1>>[CH:1]1([CH2:6][CH2:7][C:8](=[O:9])[CH:15]2[C:14](=[O:19])[O:13][C:12]([CH3:11])([CH3:20])[O:17][C:16]2=[O:18])[CH2:2][CH2:3][CH2:4][CH2:5]1. Starting materials: O=C1CCC(=O)N1Br, COC(=O)c1ccc(-n2c(C)cc(OC(F)(F)c3ccccc3)cc2=O)cc1, CC#N. Product: COC(=O)c1ccc(-n2c(C)cc(OC(F)(F)c3ccccc3)c(Br)c2=O)cc1. RXN SMILES: [Br:29][N:30]1[C:31](=[O:32])[CH2:33][CH2:34][C:35]1=[O:36].[CH3:1][O:2][C:3]([c:4]1[cH:5][cH:6][c:7](-[n:10]2[c:11](=[O:27])[cH:12][c:13]([O:17][C:18]([c:19]3[cH:20][cH:21][cH:22][cH:23][cH:24]3)([F:25])[F:26])[cH:14][c:15]2[CH3:16])[cH:8][cH:9]1)=[O:28].[CH3:37][C:38]#[N:39]>>[CH3:1][O:2][C:3]([c:4]1[cH:5][cH:6][c:7](-[n:10]2[c:11](=[O:27])[c:12]([Br:29])[c:13]([O:17][C:18]([c:19]3[cH:20][cH:21][cH:22][cH:23][cH:24]3)([F:25])[F:26])[cH:14][c:15]2[CH3:16])[cH:8][cH:9]1)=[O:28]. Starting materials: ClCCCS(=O)(=O)NCC(COC(NCCCCCCCCCCCCCCCCCC)=O)NC(=O)OC (3-(3-Chloropropylsulfonylamino)-2-methoxycarbonylamino-1-octadecylcarbamoyloxypropane), C(CCCCCCCCCCCCCCC)SCC(CNS(=O)(=O)CCCI)OC (1-hexadecylthio-3-(3-iodopropylsulfonylamino)-2-methoxypropane). Product: ICCCS(=O)(=O)NCC(COC(NCCCCCCCCCCCCCCCCCC)=O)NC(=O)OC (3-(3-iodopropylsulfonylamino)-2-methoxycarbonylamino-1-octadecylcarbamoyloxypropane). As a reaction SMILES: Cl[CH2:2][CH2:3][CH2:4][S:5]([NH:8][CH2:9][CH:10]([NH:34][C:35]([O:37][CH3:38])=[O:36])[CH2:11][O:12][C:13](=[O:33])[NH:14][CH2:15][CH2:16][CH2:17][CH2:18][CH2:19][CH2:20][CH2:21][CH2:22][CH2:23][CH2:24][CH2:25][CH2:26][CH2:27][CH2:28][CH2:29][CH2:30][CH2:31][CH3:32])(=[O:7])=[O:6].C(SCC(OC)CNS(CCC[I:66])(=O)=O)CCCCCCCCCCCCCCC>>[I:66][CH2:2][CH2:3][CH2:4][S:5]([NH:8][CH2:9][CH:10]([NH:34][C:35]([O:37][CH3:38])=[O:36])[CH2:11][O:12][C:13](=[O:33])[NH:14][CH2:15][CH2:16][CH2:17][CH2:18][CH2:19][CH2:20][CH2:21][CH2:22][CH2:23][CH2:24][CH2:25][CH2:26][CH2:27][CH2:28][CH2:29][CH2:30][CH2:31][CH3:32])(=[O:7])=[O:6]. Procedure: 3-(3-Chloropropylsulfonylamino)-2-methoxycarbonylamino-1-octadecylcarbamoyloxypropane IIIe1 is allowed to react and worked up by the same procedure as described in (5). m.p. 97° C. The summary of the experimental condition and the physical data of the product are listed in Table 8. Starting materials: CC[N+](CC)(CC)S(=O)(=O)NC(=O)OC, Cc1ccccc1, [OH-], Cn1ccnc1C1(O)CCN(C(=O)OC(C)(C)C)CC1. Product: Cn1ccnc1C1=CCN(C(=O)OC(C)(C)C)CC1. As a reaction SMILES: [CH3:22][O:23][C:24]([NH:25][S:26]([N+:27]([CH2:28][CH3:29])([CH2:30][CH3:31])[CH2:32][CH3:33])(=[O:34])=[O:35])=[O:36].[CH3:37][c:38]1[cH:39][cH:40][cH:41][cH:42][cH:43]1.[OH-:21].[OH:1][C:2]1([c:15]2[n:16]([CH3:20])[cH:17][cH:18][n:19]2)[CH2:3][CH2:4][N:5]([C:8](=[O:9])[O:10][C:11]([CH3:12])([CH3:13])[CH3:14])[CH2:6][CH2:7]1>>[C:2]1([c:15]2[n:16]([CH3:20])[cH:17][cH:18][n:19]2)=[CH:3][CH2:4][N:5]([C:8](=[O:9])[O:10][C:11]([CH3:12])([CH3:13])[CH3:14])[CH2:6][CH2:7]1. Starting materials: C(C1=CC=CC=C1)OC1=C(C=CC=C1)C=CC1=CC=CC=C1 (2-benzyloxystilbene), [H][H] (hydrogen). The reagents and catalysts are [Pd] (palladium-on-charcoal). Solvent: C(C)O (ethanol). The product is C1(=CC=CC=C1)CCC1=C(C=CC=C1)O (2-(2-Phenylethyl)phenol). Isolated yield 89.0%. Reaction SMILES: C([O:8][C:9]1[CH:14]=[CH:13][CH:12]=[CH:11][C:10]=1[CH:15]=[CH:16][C:17]1[CH:22]=[CH:21][CH:20]=[CH:19][CH:18]=1)C1C=CC=CC=1.[H][H]>C(O)C.[Pd]>[C:17]1([CH2:16][CH2:15][C:10]2[CH:11]=[CH:12][CH:13]=[CH:14][C:9]=2[OH:8])[CH:18]=[CH:19][CH:20]=[CH:21][CH:22]=1. Reported procedure: The whole of this 2-benzyloxystilbene was dissolved in 300 ml of ethanol, and the resulting solution was stirred at 60° C. for 3.5 hours in an atmosphere of hydrogen at atmospheric pressure and in the presence of 1.00 g of 5% w/w palladium-on-charcoal. The catalyst was removed by filtration, and the filtrate was concentrated by distillation under reduced pressure. The resulting residue was then purified by column chromatography through silica gel, using a 4:1 by volume mixture of hexane and ethy... Reactants: O1CCOCC1 (Dioxane), Br.BrC1=CC=NC=2CNCCC12 (4-bromo-5,6,7,8-tetrahydro-1,7-naphthyridine hydrobromide), COC1=C(C=CC(=C1)C(F)(F)F)B(O)O (2-methoxy-4-(trifluoromethyl)phenylboronic acid), C([O-])([O-])=O.[Cs+].[Cs+] (cesium carbonate). The reagents and catalysts are ClCCl.[Pd+2].ClC1=C([C-](C=C1)P(C1=CC=CC=C1)C1=CC=CC=C1)Cl.[C-]1(C=CC=C1)P(C1=CC=CC=C1)C1=CC=CC=C1.[Fe+2] (dichloro 1,1′-bis(diphenylphosphino)ferrocene palladium (ii) dichloromethane). The solvent is O (water), C(Cl)Cl (CH2Cl2). Run at temperature 70 celsius, time 20 second. Product: COC1=C(C=CC(=C1)C(F)(F)F)C1=CC=NC=2CNCCC12 (4-(2-methoxy-4-(trifluoromethyl)phenyl)-5,6,7,8-tetrahydro-1,7-naphthyridine). Yield: 66.9%. As a reaction SMILES: Br.Br[C:3]1[C:12]2[CH2:11][CH2:10][NH:9][CH2:8][C:7]=2[N:6]=[CH:5][CH:4]=1.[CH3:13][O:14][C:15]1[CH:20]=[C:19]([C:21]([F:24])([F:23])[F:22])[CH:18]=[CH:17][C:16]=1B(O)O.C(=O)([O-])[O-].[Cs+].[Cs+].O1CCOCC1>C(Cl)Cl.ClCCl.[Pd+2].ClC1C=C[C-](P(C2C=CC=CC=2)C2C=CC=CC=2)C=1Cl.[C-]1(P(C2C=CC=CC=2)C2C=CC=CC=2)C=CC=C1.[Fe+2].O>[CH3:13][O:14][C:15]1[CH:20]=[C:19]([C:21]([F:22])([F:23])[F:24])[CH:18]=[CH:17][C:16]=1[C:3]1[C:12]2[CH2:11][CH2:10][NH:9][CH2:8][C:7]=2[N:6]=[CH:5][CH:4]=1 |f:0.1,3.4.5,8.9.10.11.12|. Procedure details: A pressure vessel was charged with 4-bromo-5,6,7,8-tetrahydro-1,7-naphthyridine hydrobromide (331 mg, 1.126 mmol), 2-methoxy-4-(trifluoromethyl)phenylboronic acid (488 mg, 2.219 mmol), cesium carbonate, 99.9% (metal basis) (0.275 mL, 3.44 mmol), and dichloro 1,1′-bis(diphenylphosphino)ferrocene palladium (ii) dichloromethane adduct (86 mg, 0.105 mmol). Dioxane (2 mL) and water (0.4 mL) were added, and argon was streamed into the vessel for about 20 seconds. The mixture was stirred in a 70° C. oi... Starting materials: NC=1C=C2C=CNC2=CC1 (5-aminoindole), ClCCN=C=O (2-chloroethyl isocyanate). The solvent is CC(=O)C (acetone). Conditions: time 16 hour. The product is ClCCNC(NC=1C=C2C=CNC2=CC1)=O (5-[3-(2-chloroethyl)ureido]indole). Yield: 30.0%. RXN SMILES: [NH2:1][C:2]1[CH:3]=[C:4]2[C:8](=[CH:9][CH:10]=1)[NH:7][CH:6]=[CH:5]2.[Cl:11][CH2:12][CH2:13][N:14]=[C:15]=[O:16]>CC(C)=O>[Cl:11][CH2:12][CH2:13][NH:14][C:15](=[O:16])[NH:1][C:2]1[CH:3]=[C:4]2[C:8](=[CH:9][CH:10]=1)[NH:7][CH:6]=[CH:5]2. Procedure details: To a solution of 2 g of 5-aminoindole in 125 mL of anhydrous acetone is added dropwise 1.25 g of 2-chloroethyl isocyanate. This solution was stirred for 16 h at room temperature, cooled at °20° C., and filtered. The solvent is evaporated and the residue was crystallized from methanol and washed with ether to give a brownish solid, yield 30%, mp 159°-161° C. Starting materials: [Al+3], COc1ccc(OC)c2ccccc12, [Cl-], [Cl-], [Cl-], ClCCl, CC(NC(=O)C(F)(F)F)C(=O)O. Yields the product COc1cc(C(=O)C(C)NC(=O)C(F)(F)F)c(OC)c2ccccc12. Reaction SMILES: [Al+3:2].[CH3:5][O:6][c:7]1[cH:8][cH:9][c:10]([O:17][CH3:18])[c:11]2[cH:12][cH:13][cH:14][cH:15][c:16]12.[Cl-:1].[Cl-:3].[Cl-:4].[Cl:31][CH2:32][Cl:33].[F:19][C:20]([C:21](=[O:22])[NH:23][CH:24]([CH3:25])[C:26](=[O:27])[OH:28])([F:29])[F:30]>>[CH3:5][O:6][c:7]1[cH:8][c:9]([C:26]([CH:24]([NH:23][C:21]([C:20]([F:19])([F:29])[F:30])=[O:22])[CH3:25])=[O:27])[c:10]([O:17][CH3:18])[c:11]2[cH:12][cH:13][cH:14][cH:15][c:16]12. The reactants are COC(\C=C(\CO)/C)=O ((E)-4-hydroxy-3-methyl-2-butenoic acid methyl ester), C(Cl)Cl (methylene chloride), BrP(C1=CC=CC=C1)(C1=CC=CC=C1)(C1=CC=CC=C1)Br (dibromotriphenylphosphorane). Conditions: time 2 hour. Yields the product COC(\C=C(\CCl)/C)=O ((E)-4-chloro-3-methyl-2-butenoic acid methyl ester). RXN SMILES: [CH3:1][O:2][C:3](=[O:9])/[CH:4]=[C:5](\[CH3:8])/[CH2:6]O.BrP(Br)(C1C=CC=CC=1)(C1C=CC=CC=1)C1C=CC=CC=1.C(Cl)[Cl:32]>>[CH3:1][O:2][C:3](=[O:9])/[CH:4]=[C:5](\[CH3:8])/[CH2:6][Cl:32]. Reported procedure: To (E)-4-hydroxy-3-methyl-2-butenoic acid methyl ester (0.75 g, 5.76 mmol) in methylene chloride cooled to -15° C. in a flame dried flask is added dibromotriphenylphosphorane (2.68 g, 6.34 mmol). The reaction is stirred at -15° C.-0° C. for two hours, quenched by addition of ice (10 ml), extracted with methylene chloride (2×10 ml), washed with saline (10 ml), dried over sodium sulfate, concentrated in vacuo, and chromatographed on silica gel (230-400 mesh, 100 ml), eluting with hexane/ethyl acet... The reactants are Br, Br, CO, ClC(Cl)Cl, Cc1nc(Nc2cc[nH]n2)sc1-c1ccc(S(C)(=O)=O)c(F)c1. Yields the product Cc1nc(Nc2n[nH]cc2Br)sc1-c1ccc(S(C)(=O)=O)c(F)c1. RXN SMILES: [Br:1].[BrH:25].[CH3:30][OH:31].[CH:26]([Cl:27])([Cl:28])[Cl:29].[F:2][c:3]1[cH:4][c:5](-[c:13]2[c:14]([CH3:24])[n:15][c:16]([NH:18][c:19]3[n:20][nH:21][cH:22][cH:23]3)[s:17]2)[cH:6][cH:7][c:8]1[S:9](=[O:10])(=[O:11])[CH3:12]>>[F:2][c:3]1[cH:4][c:5](-[c:13]2[c:14]([CH3:24])[n:15][c:16]([NH:18][c:19]3[n:20][nH:21][cH:22][c:23]3[Br:25])[s:17]2)[cH:6][cH:7][c:8]1[S:9](=[O:10])(=[O:11])[CH3:12].